describe an organic reaction: reactants, conditions, products, and yield From a dataset of the Open Reaction Database (ORD), a public repository of structured organic reaction records. The reactants are O.C1CCOC1 (water THF), COC1=CC(=C(C(=C1)C)S(=O)(=O)N1C(CCCC1)CCC(=O)OCC)C (ethyl 3-(1-(4-methoxy-2,6-dimethylphenylsulfonyl)piperidin-2-yl)propanoate), [H-].[H-].[H-].[H-].[Li+].[Al+3] (LAH). Solvent: C1CCOC1 (THF), C1CCOC1 (THF). Reaction conditions: time 30 minute. Yields the product COC1=CC(=C(C(=C1)C)S(=O)(=O)N1C(CCCC1)CCCO)C (3-(1-(4-Methoxy-2,6-dimethylphenylsulfonyl)piperidin-2-yl)propan-1-ol). RXN SMILES: [CH3:1][O:2][C:3]1[CH:8]=[C:7]([CH3:9])[C:6]([S:10]([N:13]2[CH2:18][CH2:17][CH2:16][CH2:15][CH:14]2[CH2:19][CH2:20][C:21](OCC)=[O:22])(=[O:12])=[O:11])=[C:5]([CH3:26])[CH:4]=1.[H-].[H-].[H-].[H-].[Li+].[Al+3].O.C1COCC1>C1COCC1>[CH3:1][O:2][C:3]1[CH:4]=[C:5]([CH3:26])[C:6]([S:10]([N:13]2[CH2:18][CH2:17][CH2:16][CH2:15][CH:14]2[CH2:19][CH2:20][CH2:21][OH:22])(=[O:11])=[O:12])=[C:7]([CH3:9])[CH:8]=1 |f:1.2.3.4.5.6,7.8|. Reported procedure: A solution of ethyl 3-(1-(4-methoxy-2,6-dimethylphenylsulfonyl)piperidin-2-yl)propanoate (3.39 mmol. 1 eq) in THF (10 ml) was slowly to a suspension of LAH (7.47 mmol, 2.2 eq) in THF (7.5 ml) at 0° C. and the mixture was stirred for 30 min. The mixture was subsequently warmed to room temperature and stirred for 1 h. A water/THF mixture was then added, the mixture was filtered over Celite and the filtrate was concentrated in vacuo. The crude product (0.88 g) was employed in the following stage wi... The reactants are BrCC1CCCCO1, FC(F)(F)c1ccccc1CBr, O=C1Nc2ccccc2C12COc1cc3c(cc12)OCCO3, O=C1Nc2ccccc2C12COc1cc3c(cc12)CCO3. Product: O=C1N(Cc2ccccc2C(F)(F)F)c2ccccc2C12COc1cc3c(cc12)OCCO3. As a reaction SMILES: [Br:13][CH2:14][CH:15]1[CH2:16][CH2:17][CH2:18][CH2:19][O:20]1.[Br:1][CH2:2][c:3]1[c:4]([C:9]([F:10])([F:11])[F:12])[cH:5][cH:6][cH:7][cH:8]1.[NH:21]1[C:22](=[O:42])[C:23]2([CH2:24][O:25][c:26]3[cH:27][c:28]4[c:29]([cH:34][c:35]32)[O:30][CH2:31][CH2:32][O:33]4)[c:36]2[cH:37][cH:38][cH:39][cH:40][c:41]21.[NH:43]1[c:44]2[c:45]([cH:46][cH:47][cH:48][cH:49]2)[C:50]2([CH2:51][O:52][c:53]3[cH:54][c:55]4[c:56]([cH:57][c:58]32)[CH2:59][CH2:60][O:61]4)[C:62]1=[O:63]>>[CH2:2]([c:3]1[c:4]([C:9]([F:10])([F:11])[F:12])[cH:5][cH:6][cH:7][cH:8]1)[N:21]1[C:22](=[O:42])[C:23]2([CH2:24][O:25][c:26]3[cH:27][c:28]4[c:29]([cH:34][c:35]32)[O:30][CH2:31][CH2:32][O:33]4)[c:36]2[cH:37][cH:38][cH:39][cH:40][c:41]21. The reactants are CNC, COc1ccc(N(C)c2nc(CCl)nc3ccccc23)cc1. Yields the product COc1ccc(N(C)c2nc(CN(C)C)nc3ccccc23)cc1. Reaction SMILES: [CH3:23][NH:24][CH3:25].[Cl:1][CH2:2][c:3]1[n:4][c:5]2[cH:6][cH:7][cH:8][cH:9][c:10]2[c:11]([N:13]([CH3:14])[c:15]2[cH:16][cH:17][c:18]([O:21][CH3:22])[cH:19][cH:20]2)[n:12]1>>[CH2:2]([c:3]1[n:4][c:5]2[cH:6][cH:7][cH:8][cH:9][c:10]2[c:11]([N:13]([CH3:14])[c:15]2[cH:16][cH:17][c:18]([O:21][CH3:22])[cH:19][cH:20]2)[n:12]1)[N:24]([CH3:23])[CH3:25].